From a dataset of the Open Reaction Database (ORD), a public repository of structured organic reaction records. describe an organic reaction: reactants, conditions, products, and yield Reactants: ClC1=NC=C(C(=O)Cl)C=C1 (6-chloronicotinoyl chloride), NC=1C=CC(=NC1)Cl (5-amino-2-chloropyridine). Yields the product ClC1=CC=C(C=N1)C(=O)NC=1C=CC(=NC1)Cl (6-Chloro-N-(2-chloro-5-pyridyl)-3-pyridinecarboxamide). Reaction SMILES: [Cl:1][C:2]1[CH:10]=[CH:9][C:5]([C:6](Cl)=[O:7])=[CH:4][N:3]=1.[NH2:11][C:12]1[CH:13]=[CH:14][C:15]([Cl:18])=[N:16][CH:17]=1>>[Cl:1][C:2]1[N:3]=[CH:4][C:5]([C:6]([NH:11][C:12]2[CH:13]=[CH:14][C:15]([Cl:18])=[N:16][CH:17]=2)=[O:7])=[CH:9][CH:10]=1. Procedure: The title compound was prepared from 6-chloronicotinoyl chloride and 5-amino-2-chloropyridine as a white solid as described in Example 1. 1H NMR (CDCl3): 8.89-8.84 (m, 1H), 8.52 (d, J=2.1, 1H), 8.27-8.23 (m, 1H), 8.21-8.17 (m, 1H), 7.83 (s, 1H), 7.53-7.50 (m, 1H), 7.39 (d, J=8.7, 1H). The reactants are C1(CC1)COC=1C=C(C=CC1OC)C(CN(C(=O)N)CC(OC)OC)O[Si](C)(C)C ((±)-N-[2-[3-(cyclopropylmethoxy)-4-methoxyphenyl]-2-[(trimethylsilyl)-oxy]ethyl]-N-(dimethoxyethyl)urea), Cl (HCl). Solvent: CO (methanol). Reaction conditions: time 48 hour. The product is C1(CC1)COC=1C=C(C=CC1OC)C(CN1C(NC=C1)=O)O (1-[2-[3-(cyclopropylmethyloxy)-4-methoxyphenyl]-2-hydroxy-ethyl]-1,3-dihydro-2H-imidazol-2-one). Yield: 37.9%. Reaction SMILES: [CH:1]1([CH2:4][O:5][C:6]2[CH:7]=[C:8]([CH:14]([O:26][Si](C)(C)C)[CH2:15][N:16]([CH2:20][CH:21](OC)OC)[C:17]([NH2:19])=[O:18])[CH:9]=[CH:10][C:11]=2[O:12][CH3:13])[CH2:3][CH2:2]1.Cl>CO>[CH:1]1([CH2:4][O:5][C:6]2[CH:7]=[C:8]([CH:14]([OH:26])[CH2:15][N:16]3[CH:20]=[CH:21][NH:19][C:17]3=[O:18])[CH:9]=[CH:10][C:11]=2[O:12][CH3:13])[CH2:3][CH2:2]1. Procedure: A mixture of (±)-N-[2-[3-(cyclopropylmethoxy)-4-methoxyphenyl]-2-[(trimethylsilyl)-oxy]ethyl]-N-(dimethoxyethyl)urea (39.6 g) and HCl (150 ml) in methanol (450 ml) was stirred for 48 hours at RT. The resulting mixture was concentrated and the concentrate (150 ml) was extracted three times with CH2Cl2. The combined organic layer were poured out into a NaOH solution. The mixture was stirred and the layers were separated. The aqueous phase was extracted twice with CH2Cl2. The separated organic laye... Reactants: N1N=CC(=C1)C=[N+](C)C (4-pyrazolylmethylenedimethylammonium), P(=O)(Cl)(Cl)Cl (phosphorus oxychloride), CN(C=O)C (dimethylformamide), ice, N1=C(C=CC=C1)NN=C(C)C=1OC(=CC1)[N+](=O)[O-] (5-nitro-2-acetylfuran-(2-pyridyl)hydrazone). The yield is 45.0%. As a reaction SMILES: P(Cl)(Cl)(Cl)=O.CN(C)[CH:8]=[O:9].[N:11]1[CH:16]=[CH:15][CH:14]=[CH:13][C:12]=1[NH:17][N:18]=[C:19]([C:21]1[O:22][C:23]([N+:26]([O-:28])=[O:27])=[CH:24][CH:25]=1)[CH3:20].N1C=C(C=[N+](C)C)[CH:31]=N1>O>[N+:26]([C:23]1[O:22][C:21]([C:19]2[C:20]([CH:8]=[O:9])=[CH:31][N:17]([C:12]3[CH:13]=[CH:14][CH:15]=[CH:16][N:11]=3)[N:18]=2)=[CH:25][CH:24]=1)([O-:28])=[O:27]. Run in O (water). Procedure: Add 9.4 g of phosphorus oxychloride dropwise to 16.4 g of anhydrous dimethylformamide at from 10° to 20° C and then stir the obtained reaction mixture for 30 minutes at room temperature before adding thereto (from 35° to 40° C) 5.0 g of 5-nitro-2-acetylfuran-(2-pyridyl)hydrazone. Stir the thus-prepared admixture for 28 hours under nitrogen at this temperature and then pour it and a solution comprising 4-pyrazolylmethylenedimethylammonium salt onto 250 g of ice and water. Heat the resulting react... The product is [N+](=O)([O-])C1=CC=C(O1)C1=NN(C=C1C=O)C1=NC=CC=C1 (3-(5-nitro-2-furyl)-1-(2-pyridyl)pyrazole-4-carboxaldehyde). Reactants: [Na] (sodium), C(C)(=O)OC1C(N(CCC1)C=1C(=C(C(=C(C1I)C(=O)NCC(COC(C)=O)OC(C)=O)I)C(=O)NCC(COC(C)=O)OC(C)=O)I)=O (5-[3-(acetyloxy)-2-oxo-1-piperidinyl]-N,N'-bis[2,3-bis(acetyloxy)propyl]-2,4,6-triiodo-1,3-benzenedicarboxamide), C[O-].[Na+] (sodium methoxide). The solvent is CO (methanol), CO (methanol), CO (methanol). Run at time 2 hour. The product is OC(CNC(=O)C1=C(C(=C(C(=C1I)N1C(C(CCC1)O)=O)I)C(=O)NCC(CO)O)I)CO (N,N'-Bis[2,3-dihydroxypropyl)-5-(3-hydroxy-2-oxo-1-piperidinyl)-2,4,6-triiodo-1,3-benzenedicarboxamide). Isolated yield 66.6%. RXN SMILES: C([O:4][CH:5]1[CH2:10][CH2:9][CH2:8][N:7]([C:11]2[C:12]([I:47])=[C:13]([C:33]([NH:35][CH2:36][CH:37]([O:43]C(=O)C)[CH2:38][O:39]C(=O)C)=[O:34])[C:14]([I:32])=[C:15]([C:18]([NH:20][CH2:21][CH:22]([O:28]C(=O)C)[CH2:23][O:24]C(=O)C)=[O:19])[C:16]=2[I:17])[C:6]1=[O:48])(=O)C.C[O-].[Na+].[Na]>CO>[OH:43][CH:37]([CH2:38][OH:39])[CH2:36][NH:35][C:33]([C:13]1[C:12]([I:47])=[C:11]([N:7]2[CH2:8][CH2:9][CH2:10][CH:5]([OH:4])[C:6]2=[O:48])[C:16]([I:17])=[C:15]([C:18]([NH:20][CH2:21][CH:22]([OH:28])[CH2:23][OH:24])=[O:19])[C:14]=1[I:32])=[O:34] |f:1.2,^1:51|. Reported procedure: A solution of 5-[3-(acetyloxy)-2-oxo-1-piperidinyl]-N,N'-bis[2,3-bis(acetyloxy)propyl]-2,4,6-triiodo-1,3-benzenedicarboxamide of example 8c (4 g, 4.3 mmol) in methanol (20 ml) was treated with a solution of sodium methoxide in methanol, prepared from sodium (30 mg, 1.3 mmol) and anhydrous methanol (20 ml), and the mixture was stirred at room temperature for 2 hours. The pH of the solution was adjusted down to 7 by the addition of Dowex-50 (H+) resin. The mixture was filtered and the filtrate was... Reactants: COC(C(C1=CC=C(C=C1)O)=O)=O (4-hydroxy-alpha-oxobenzeneacetic acid methyl ester), S(C)(=O)(=O)[O-] (mesylate), C1=C(C=CC2=CC=CC=C12)OCCO (2-(2-naphthyloxy)ethanol), [H-].[Na+] (sodium hydride). The solvent is CN(C=O)C (dimethylformamide). Reaction conditions: temperature 60 celsius, time 15 minute. The product is COC(C(C1=CC=C(C=C1)OCCOC1=CC2=CC=CC=C2C=C1)=O)=O (4-[[2-(2-naphthalenyloxy)ethyl]oxy]-alpha-oxobenzeneacetic acid methyl ester). Yield: 59.7%. As a reaction SMILES: [CH3:1][O:2][C:3](=[O:13])[C:4](=[O:12])[C:5]1[CH:10]=[CH:9][C:8]([OH:11])=[CH:7][CH:6]=1.[H-].[Na+].S([O-])(=O)(=O)C.[CH:21]1[C:30]2[C:25](=[CH:26][CH:27]=[CH:28][CH:29]=2)[CH:24]=[CH:23][C:22]=1[O:31][CH2:32][CH2:33]O>CN(C)C=O>[CH3:1][O:2][C:3](=[O:13])[C:4](=[O:12])[C:5]1[CH:10]=[CH:9][C:8]([O:11][CH2:33][CH2:32][O:31][C:22]2[CH:23]=[CH:24][C:25]3[C:30](=[CH:29][CH:28]=[CH:27][CH:26]=3)[CH:21]=2)=[CH:7][CH:6]=1 |f:1.2|. Procedure: A stirred mixture of 4-hydroxy-alpha-oxobenzeneacetic acid methyl ester (3.62 g) in dimethylformamide (40 mL) under argon was treated with 55% sodium hydride (0.875 g), stirred for 15 minutes and treated with the mesylate of 2-(2-naphthyloxy)ethanol (5.48 g). The mixture was heated at 60° C. overnight and worked up as in Example 20. The material from dichloromethane extraction was crystallized from dichloromethane-hexane to provide 4.2 g of 4-[[2-(2-naphthalenyloxy)ethyl]oxy]-alpha-oxobenzeneace...